From a dataset of the Open Reaction Database (ORD), a public repository of structured organic reaction records. describe an organic reaction: reactants, conditions, products, and yield Starting materials: COC(=O)c1ccc2c(C3CCCCC3)c(-c3ccccc3OCc3ccccc3)n(C)c2c1, COC(=O)c1ccc2c(C3CCCCC3)c(-c3ccc(F)cc3OCc3ccccc3)[nH]c2c1. Yields the product COC(=O)c1ccc2c(C3CCCCC3)c(-c3ccc(F)cc3OCc3ccccc3)n(C)c2c1. As a reaction SMILES: [CH2:1]([c:2]1[cH:3][cH:4][cH:5][cH:6][cH:7]1)[O:8][c:9]1[c:10](-[c:15]2[n:16]([CH3:34])[c:17]3[cH:18][c:19]([C:30](=[O:31])[O:32][CH3:33])[cH:20][cH:21][c:22]3[c:23]2[CH:24]2[CH2:25][CH2:26][CH2:27][CH2:28][CH2:29]2)[cH:11][cH:12][cH:13][cH:14]1.[CH2:35]([O:36][c:37]1[cH:38][c:39]([F:49])[cH:40][cH:41][c:42]1-[c:43]1[nH:44][c:45]2[c:46]([c:47]1[CH:48]1[CH2:50][CH2:51][CH2:52][CH2:53][CH2:54]1)[cH:55][cH:56][c:57]([C:58]([O:59][CH3:60])=[O:61])[cH:62]2)[c:63]1[cH:64][cH:65][cH:66][cH:67][cH:68]1>>[CH2:1]([c:2]1[cH:3][cH:4][cH:5][cH:6][cH:7]1)[O:8][c:9]1[c:10](-[c:15]2[n:16]([CH3:34])[c:17]3[cH:18][c:19]([C:30](=[O:31])[O:32][CH3:33])[cH:20][cH:21][c:22]3[c:23]2[CH:24]2[CH2:25][CH2:26][CH2:27][CH2:28][CH2:29]2)[cH:11][cH:12][c:13]([F:49])[cH:14]1. Reactants: O=C([O-])O, CCN(CC)S(F)(F)F, CC(CO)Oc1cccnc1SC(C)C, Clc1ccccc1, [Na+]. The product is CC(CF)Oc1cccnc1SC(C)C. Reaction SMILES: [C:25](=[O:26])([O-:27])[OH:28].[CH2:16]([N:17]([S:18]([F:19])([F:20])[F:22])[CH2:21][CH3:23])[CH3:24].[CH:1]([CH3:2])([CH3:3])[S:4][c:5]1[n:6][cH:7][cH:8][cH:9][c:10]1[O:11][CH:12]([CH2:13][OH:14])[CH3:15].[Cl:30][c:31]1[cH:32][cH:33][cH:34][cH:35][cH:36]1.[Na+:29]>>[CH:1]([CH3:2])([CH3:3])[S:4][c:5]1[n:6][cH:7][cH:8][cH:9][c:10]1[O:11][CH:12]([CH2:13][F:22])[CH3:15]. Starting materials: P(O[C@@]1(C[C@@H](O[C@@H]1COC(C1=CC=C(C=C1)OC)(C1=CC=C(C=C1)OC)C1=CC=CC=C1)N1C(=O)NC(=O)C(C)=C1)O)(OC([C@@H]1[C@H](C[C@@H](O1)N1C(=O)NC(=O)C(C)=C1)OC(C1=CC=C(C=C1)OC)(C1=CC=C(C=C1)OC)C1=CC=CC=C1)O)(SCOC(C(C)(C)C)=O)=O (O-[5'-O-(4,4'-Dimethoxytrityl) thymidin-3'yl] O-[3'-O-(4,4'-dimethoxytrityl)thymidin-5'-yl] S-(pivaloyloxymethyl) phosphorothioate). Run in C(C)(=O)O.O.CO (acetic acid water methanol). Conditions: time 5 hour. Yields the product P(O[C@@]1(C[C@@H](O[C@@H]1CO)N1C(=O)NC(=O)C(C)=C1)O)(OC([C@@H]1[C@H](C[C@@H](O1)N1C(=O)NC(=O)C(C)=C1)O)O)(SCOC(C(C)(C)C)=O)=O (O-(Thymidin-3'-yl) O-(thymidin-5'-yl) S-(pivaloyloxymethyl) phosphorothioate), powder. Yield: 85.0%. As a reaction SMILES: [P:1](=[O:93])([S:84][CH2:85][O:86][C:87](=[O:92])[C:88]([CH3:91])([CH3:90])[CH3:89])([O:43][CH:44]([OH:83])[C@H:45]1[O:49][C@@H:48]([N:50]2[CH:58]=[C:56]([CH3:57])[C:54](=[O:55])[NH:53][C:51]2=[O:52])[CH2:47][C@@H:46]1[O:59]C(C1C=CC=CC=1)(C1C=CC(OC)=CC=1)C1C=CC(OC)=CC=1)[O:2][C@@:3]1([OH:42])[C@@H:7]([CH2:8][O:9]C(C2C=CC=CC=2)(C2C=CC(OC)=CC=2)C2C=CC(OC)=CC=2)[O:6][C@@H:5]([N:33]2[CH:41]=[C:39]([CH3:40])[C:37](=[O:38])[NH:36][C:34]2=[O:35])[CH2:4]1>C(O)(=O)C.O.CO>[P:1](=[O:93])([S:84][CH2:85][O:86][C:87](=[O:92])[C:88]([CH3:91])([CH3:90])[CH3:89])([O:43][CH:44]([OH:83])[C@H:45]1[O:49][C@@H:48]([N:50]2[CH:58]=[C:56]([CH3:57])[C:54](=[O:55])[NH:53][C:51]2=[O:52])[CH2:47][C@@H:46]1[OH:59])[O:2][C@@:3]1([OH:42])[C@@H:7]([CH2:8][OH:9])[O:6][C@@H:5]([N:33]2[CH:41]=[C:39]([CH3:40])[C:37](=[O:38])[NH:36][C:34]2=[O:35])[CH2:4]1 |f:1.2.3|. Procedure: The totally protected dimeric phosphorothioate triester (3a) is dissolved in a mixture of acetic acid/water/methanol (8:1:1, v:v:v) (10 ml). The reaction is left with stirring at ambient temperature for 5 hours. The reaction medium is then evaporated and the residue is coevaporated several times with water and toluene. The residue is then chromatographed on a silica gel column using a gradient of methanol (0 to 10%) in dichloro-methane as eluent. The fractions containing the product (4a) are col...